Dataset: the Open Reaction Database (ORD), a public repository of structured organic reaction records. Task: describe an organic reaction: reactants, conditions, products, and yield Starting materials: [H-].[Na+] (sodium hydride), O (water), C(C)(=O)OC(CCCNC#N)CCCCC (4-acetoxynonylcyanamide), BrCCCCCC(C(=O)OCC)C (ethyl 7-bromo-2-methylheptanoate). Solvent: C1=CC=CC=C1 (benzene), C1=CC=CC=C1 (benzene). Run at time 1 hour. Yields the product C(C)(=O)OC(CCCN(C#N)CCCCCC(C(=O)OCC)C)CCCCC (ethyl 7-[N-(4-acetoxynonyl)cyanamido]-2-methylheptanoate). RXN SMILES: [H-].[Na+].[C:3]([O:6][CH:7]([CH2:14][CH2:15][CH2:16][CH2:17][CH3:18])[CH2:8][CH2:9][CH2:10][NH:11][C:12]#[N:13])(=[O:5])[CH3:4].Br[CH2:20][CH2:21][CH2:22][CH2:23][CH2:24][CH:25]([CH3:31])[C:26]([O:28][CH2:29][CH3:30])=[O:27].O>C1C=CC=CC=1>[C:3]([O:6][CH:7]([CH2:14][CH2:15][CH2:16][CH2:17][CH3:18])[CH2:8][CH2:9][CH2:10][N:11]([CH2:20][CH2:21][CH2:22][CH2:23][CH2:24][CH:25]([CH3:31])[C:26]([O:28][CH2:29][CH3:30])=[O:27])[C:12]#[N:13])(=[O:5])[CH3:4] |f:0.1|. Procedure details: A stirred suspension of sodium hydride (57% in mineral oil) (5.0 g., excess) in a solvent mixture of benzene (75 ml.) and dimethylformide (75 ml.) is treated, over 30 minutes, with 4-acetoxynonylcyanamide (22.6 g., 0.1 mole) (Example O, Step 5) dissolved in benzene (20 ml.). Stirring is continued for one hour. Then, ethyl 7-bromo-2-methylheptanoate (Example L, Step 4) (25.3 g., 0.1 mole) is added dropwise, and the reaction is heated on the steam bath for 3.5 hours. The cooled reaction is poured ... Reactants: Br, CCCC(C)C(=O)O, COCCn1c(=N)sc2ccccc21. Product: CCCC(C)C(=O)N=c1sc2ccccc2n1CCOC. Reaction SMILES: [BrH:1].[CH3:16][CH:17]([C:18](=[O:19])[OH:20])[CH2:21][CH2:22][CH3:23].[CH3:2][O:3][CH2:4][CH2:5][n:6]1[c:7](=[NH:15])[s:8][c:9]2[c:10]1[cH:11][cH:12][cH:13][cH:14]2>>[CH3:2][O:3][CH2:4][CH2:5][n:6]1[c:7](=[N:15][C:18]([CH:17]([CH3:16])[CH2:21][CH2:22][CH3:23])=[O:19])[s:8][c:9]2[c:10]1[cH:11][cH:12][cH:13][cH:14]2. Starting materials: Cl.N1(CCNCC1)C=1C=2N(C(=CN1)C=1SC=CC1)N=NN2 (8-(piperazin-1-yl)-5-(thiophen-2-yl)tetrazolo[1,5-a]pyrazine HCl salt), C=O (HCHO), NaBH3(CN), C(Cl)Cl (CH2Cl2), C(=O)(O)[O-].[Na+] (NaHCO3). The solvent is CO (MeOH). Run at time 0.5 hour. Yields the product CN1CCN(CC1)C=1C=2N(C(=CN1)C=1SC=CC1)N=NN2 (8-(4-Methylpiperazin-1-yl)-5-(thiophen-2-yl)tetrazolo[1,5-a]pyrazine). Yield: 94.0%. RXN SMILES: Cl.[N:2]1([C:8]2[C:9]3[N:10]([N:19]=[N:20][N:21]=3)[C:11]([C:14]3[S:15][CH:16]=[CH:17][CH:18]=3)=[CH:12][N:13]=2)[CH2:7][CH2:6][NH:5][CH2:4][CH2:3]1.C=O.[CH2:24](Cl)Cl.C([O-])(O)=O.[Na+]>CO>[CH3:24][N:5]1[CH2:4][CH2:3][N:2]([C:8]2[C:9]3[N:10]([N:19]=[N:20][N:21]=3)[C:11]([C:14]3[S:15][CH:16]=[CH:17][CH:18]=3)=[CH:12][N:13]=2)[CH2:7][CH2:6]1 |f:0.1,4.5|. Procedure: A 2 L round bottom flask was charged with 8-(piperazin-1-yl)-5-(thiophen-2-yl)tetrazolo[1,5-a]pyrazine HCl salt (139 g, 0.429 mol), HCHO (38% aqueous solution, 50 mL), NaBH3(CN) (90.7 g, 1.44 mol), CH2Cl2 (500 mL), and MeOH (200 mL). The resulting solution was stirred at room temperature for 0.5 h. Work-up: the reaction mixture was poured into saturated aqueous NaHCO3 and extracted with CH2Cl2 (500 mL×3). The combined organic layers were dried over anhydrous Na2SO4 and concentrated in vacuo. The... Reactants: C(C)(C)(C)OC(=O)N1CCC(CC1)NC(CC1=CC=C(C=C1)Cl)=O (4-[2-(4-chloro-phenyl)-acetylamino]-piperidine-1-carboxylic acid tert-butyl ester), FC(C(=O)O)(F)F (trifluoroacetic acid). Solvent: ClCCl (dichloromethane). Run at time 2 hour. Product: ClC1=CC=C(C=C1)CC(=O)NC1CCNCC1 (2-(4-Chloro-phenyl)-N-piperidin-4-yl-acetamide). RXN SMILES: C(OC([N:8]1[CH2:13][CH2:12][CH:11]([NH:14][C:15](=[O:24])[CH2:16][C:17]2[CH:22]=[CH:21][C:20]([Cl:23])=[CH:19][CH:18]=2)[CH2:10][CH2:9]1)=O)(C)(C)C.FC(F)(F)C(O)=O>ClCCl>[Cl:23][C:20]1[CH:21]=[CH:22][C:17]([CH2:16][C:15]([NH:14][CH:11]2[CH2:12][CH2:13][NH:8][CH2:9][CH2:10]2)=[O:24])=[CH:18][CH:19]=1. Procedure: A solution of 4-[2-(4-chloro-phenyl)-acetylamino]-piperidine-1-carboxylic acid tert-butyl ester (0.55 g, 1.54 mmol) in dichloromethane (8.0 mL) cooled at 0° C. was treated with trifluoroacetic acid (20%) and warmed to room temperature and stirred for 2 h. The reaction mixture was concentrated in vacuo, diluted with ethyl acetate and free based with 10% aqueous sodium bicarbonate. The combined organic layers were dried over sodium sulfate and concentrated in vacuo. The crude product was purified ... Starting materials: ClCCl, O=[N+]([O-])c1cnc2ccccc2c1O, NCCCO, CN(C)C=O, O=S(Cl)Cl. Yields the product O=[N+]([O-])c1cnc2ccccc2c1NCCCO. As a reaction SMILES: [Cl:29][CH2:30][Cl:31].[N+:5](=[O:6])([O-:7])[c:8]1[cH:9][n:10][c:11]2[cH:12][cH:13][cH:14][cH:15][c:16]2[c:17]1[OH:18].[NH2:24][CH2:25][CH2:26][CH2:27][OH:28].[O:19]=[CH:20][N:21]([CH3:22])[CH3:23].[S:1]([Cl:2])([Cl:3])=[O:4]>>[N+:5](=[O:6])([O-:7])[c:8]1[cH:9][n:10][c:11]2[cH:12][cH:13][cH:14][cH:15][c:16]2[c:17]1[NH:24][CH2:25][CH2:26][CH2:27][OH:28]. The reactants are CC1(OB(OC1(C)C)C1=CC=C(C=C1)C=1SC=CC1NS(=O)(=O)C(C)C)C (propane-2-sulfonic acid{2-[4-(4,4,5,5-tetramethyl-[1,3,2]dioxaborolan-2-yl)-phenyl]-thiophen-3-yl}-amide), tetrakis triphenylphosphine palladium (0), C([O-])([O-])=O.[Na+].[Na+] (sodium carbonate), BrC1=CC=C(C=C1)CCO (2-(4-bromo-phenyl)-ethanol). The solvent is COCCOC (DME), CCO (EtOH). Run at temperature 92.5 celsius, time 1.5 hour. Product: OCCC1=CC=C(C=C1)C1=CC=C(C=C1)C=1SC=CC1NS(=O)(=O)C(C)C (Propane-2-sulfonic acid {2-[4′-(2-hydroxy-ethyl)-biphenyl-4-yl]-thiophen-3-yl}amide). RXN SMILES: CC1(C)C(C)(C)OB([C:9]2[CH:14]=[CH:13][C:12]([C:15]3[S:16][CH:17]=[CH:18][C:19]=3[NH:20][S:21]([CH:24]([CH3:26])[CH3:25])(=[O:23])=[O:22])=[CH:11][CH:10]=2)O1.C(=O)([O-])[O-].[Na+].[Na+].Br[C:35]1[CH:40]=[CH:39][C:38]([CH2:41][CH2:42][OH:43])=[CH:37][CH:36]=1>COCCOC.CCO>[OH:43][CH2:42][CH2:41][C:38]1[CH:39]=[CH:40][C:35]([C:9]2[CH:10]=[CH:11][C:12]([C:15]3[S:16][CH:17]=[CH:18][C:19]=3[NH:20][S:21]([CH:24]([CH3:25])[CH3:26])(=[O:22])=[O:23])=[CH:13][CH:14]=2)=[CH:36][CH:37]=1 |f:1.2.3|. Reported procedure: Mix propane-2-sulfonic acid{2-[4-(4,4,5,5-tetramethyl-[1,3,2]dioxaborolan-2-yl)-phenyl]-thiophen-3-yl}-amide (0.10 g), 0.1 equiv of tetrakis triphenylphosphine palladium (0), 2 equiv of 2M sodium carbonate aqueous solution in DME (2 mL) and EtOH(1 mL) and warm to 90-95° C. After warming two min, add 2-(4-bromo-phenyl)-ethanol (1.3 equiv) and stir at that temperature for 1.5 h. Evaporate solvents over Celite® and purify by silica gel Strata® cartridges eluting with hexanes-EtOAc gradient to give ... Reactants: [Mn](=O)(=O)(=O)[O-].[K+] (potassium permanganate), [Mn](=O)(=O)(=O)[O-] (permanganate), C(C)(C)(C)C1=C(C=CC=C1)C(O)(C=1N(C=CN1)C=C)C1=CC=CC=C1 (α-(o-tert.-butylphenyl)-α-phenyl-1-vinylimidazole-2-methanol), [OH-].[Na+] (sodium hydroxide), [Mn](=O)(=O)(=O)[O-].[K+] (potassium permanganate). Run in N1=CC=CC=C1 (pyridine). The product is C(C)(C)(C)C1=C(C=CC=C1)C(O)(C=1NC=CN1)C1=CC=CC=C1 (α-(o-tert.-Butylphenyl)-α-phenylimidazole-2-methanol). As a reaction SMILES: [C:1]([C:5]1[CH:10]=[CH:9][CH:8]=[CH:7][C:6]=1[C:11]([C:20]1[CH:25]=[CH:24][CH:23]=[CH:22][CH:21]=1)([C:13]1[N:14](C=C)[CH:15]=[CH:16][N:17]=1)[OH:12])([CH3:4])([CH3:3])[CH3:2].[OH-].[Na+].[Mn]([O-])(=O)(=O)=O.[K+].[Mn]([O-])(=O)(=O)=O>N1C=CC=CC=1>[C:1]([C:5]1[CH:10]=[CH:9][CH:8]=[CH:7][C:6]=1[C:11]([C:20]1[CH:25]=[CH:24][CH:23]=[CH:22][CH:21]=1)([C:13]1[NH:14][CH:15]=[CH:16][N:17]=1)[OH:12])([CH3:4])([CH3:2])[CH3:3] |f:1.2,3.4|. Procedure details: To a solution of 10.0 g. (0.03 mol) of α-(o-tert.-butylphenyl)-α-phenyl-1-vinylimidazole-2-methanol in 180 ml. of pyridine and 180 ml. of 0.5 N methanolic sodium hydroxide, 360 ml. of a 4% aqueous potassium permanganate solution were added drop-wise at 20° to 30° C. After the addition was completed, 4.8 g. of solid potassium permanganate were added (total permanganate 0.12 mol). The manganese dioxide was filtered off. The filtrate was treated with active charcoal, concentrated almost to complete...